From a dataset of the Open Reaction Database (ORD), a public repository of structured organic reaction records. describe an organic reaction: reactants, conditions, products, and yield The reactants are ClC1=NC=C(C(=O)NC2=CC=C3C=CC=NC3=C2)C=C1 (6-chloro-N-quinolin-7-yl-nicotinamide), FC(C1=CC=C(C=C1)B(O)O)(F)F (4-trifluoromethylphenylboronic acid), C([O-])([O-])=O.[Na+].[Na+] (sodium carbonate). The reagents and catalysts are C=1C=CC(=CC1)[P](C=2C=CC=CC2)(C=3C=CC=CC3)[Pd]([P](C=4C=CC=CC4)(C=5C=CC=CC5)C=6C=CC=CC6)([P](C=7C=CC=CC7)(C=8C=CC=CC8)C=9C=CC=CC9)[P](C=1C=CC=CC1)(C=1C=CC=CC1)C=1C=CC=CC1 (tetrakis(triphenylphosphine)palladium). Run in CCOC(=O)C (EtOAc), COCCOC (DME). Product: N1=CC=CC2=CC=C(C=C12)NC(C1=CN=C(C=C1)C1=CC=C(C=C1)C(F)(F)F)=O (N-Quinolin-7-yl-6-(4-trifluoromethylphenyl)-nicotinamide). As a reaction SMILES: Cl[C:2]1[CH:20]=[CH:19][C:5]([C:6]([NH:8][C:9]2[CH:18]=[C:17]3[C:12]([CH:13]=[CH:14][CH:15]=[N:16]3)=[CH:11][CH:10]=2)=[O:7])=[CH:4][N:3]=1.[F:21][C:22]([F:33])([F:32])[C:23]1[CH:28]=[CH:27][C:26](B(O)O)=[CH:25][CH:24]=1.C(=O)([O-])[O-].[Na+].[Na+]>COCCOC.CCOC(C)=O.C1C=CC([P]([Pd]([P](C2C=CC=CC=2)(C2C=CC=CC=2)C2C=CC=CC=2)([P](C2C=CC=CC=2)(C2C=CC=CC=2)C2C=CC=CC=2)[P](C2C=CC=CC=2)(C2C=CC=CC=2)C2C=CC=CC=2)(C2C=CC=CC=2)C2C=CC=CC=2)=CC=1>[N:16]1[C:17]2[C:12](=[CH:11][CH:10]=[C:9]([NH:8][C:6](=[O:7])[C:5]3[CH:19]=[CH:20][C:2]([C:26]4[CH:27]=[CH:28][C:23]([C:22]([F:33])([F:32])[F:21])=[CH:24][CH:25]=4)=[N:3][CH:4]=3)[CH:18]=2)[CH:13]=[CH:14][CH:15]=1 |f:2.3.4,^1:55,57,76,95|. Procedure: To a solution of 6-chloro-N-quinolin-7-yl-nicotinamide (D70) (40 mg, 0.14 mmol) in DME (0.9 ml) under an argon atmosphere was added 4-trifluoromethylphenylboronic acid (33 mg, 0.17 mmol), 2M sodium carbonate solution (0.17 ml) and tetrakis(triphenylphosphine)palladium (0) (8 mg, 0.007 mmol). The reaction was heated at reflux until complete by tlc, then cooled to room temperature and diluted with EtOAc and dried over MgSO4. The solvent was removed in vacuo and the resultant crude product was puri... The reactants are C(C)N(C1=C(C=CC(=C1)OC)C1CC=2C=CC(=CC2CC1)OC(C(C)(C)C)=O)C(C1=CC=C(C=C1)O)=O (pivalic acid 6-{2-[ethyl(4-hydroxybenzoyl)amino]-4-methoxyphenyl}-5,6,7,8-tetrahydronaphthalen-2-yl ester), BrCC(=O)N1C(CCCC1(C)C)(C)C (2-bromo-1-(2,2,6,6-tetramethylpiperidin-1-yl)ethanone). Yields the product C(C)N(C1=C(C=CC(=C1)OC)C1CC=2C=CC(=CC2CC1)O)CC1=CC=C(C=C1)OCCN1C(CCCC1(C)C)(C)C (6-{2-{Ethyl{4-[2-(2,2,6,6-tetramethylpiperidin-1-yl)ethoxy]benzyl}amino}-4-methoxyphenyl}-5,6,7,8-tetrahydronaphthalen-2-ol). Isolated yield 30.2%. RXN SMILES: [CH2:1]([N:3]([C:29](=O)[C:30]1[CH:35]=[CH:34][C:33]([OH:36])=[CH:32][CH:31]=1)[C:4]1[CH:9]=[C:8]([O:10][CH3:11])[CH:7]=[CH:6][C:5]=1[CH:12]1[CH2:21][CH2:20][C:19]2[CH:18]=[C:17]([O:22]C(=O)C(C)(C)C)[CH:16]=[CH:15][C:14]=2[CH2:13]1)[CH3:2].Br[CH2:39][C:40]([N:42]1[C:47]([CH3:49])([CH3:48])[CH2:46][CH2:45][CH2:44][C:43]1([CH3:51])[CH3:50])=O>>[CH2:1]([N:3]([CH2:29][C:30]1[CH:31]=[CH:32][C:33]([O:36][CH2:39][CH2:40][N:42]2[C:47]([CH3:49])([CH3:48])[CH2:46][CH2:45][CH2:44][C:43]2([CH3:51])[CH3:50])=[CH:34][CH:35]=1)[C:4]1[CH:9]=[C:8]([O:10][CH3:11])[CH:7]=[CH:6][C:5]=1[CH:12]1[CH2:21][CH2:20][C:19]2[CH:18]=[C:17]([OH:22])[CH:16]=[CH:15][C:14]=2[CH2:13]1)[CH3:2]. Procedure: Synthesized from pivalic acid 6-{2-[ethyl(4-hydroxybenzoyl)amino]-4-methoxyphenyl}-5,6,7,8-tetrahydronaphthalen-2-yl ester (25 mg) and 2-bromo-1-(2,2,6,6-tetramethylpiperidin-1-yl)ethanone (26 mg) according to an analogous synthetic method to Example 404 and purified by LC-MS, the title compound (8.6 mg) was obtained. Reactants: ClC1=CC(=C(CN2N=CC3=CC(=CC=C23)\C=C/2\C(NC(S2)=O)=O)C=C1)C(F)(F)F ((5Z)-5-({1-[4-chloro-2-(trifluoromethyl)benzyl]-1H-indazol-5-yl}methylidene)-2,4-dioxo-1,3-thiazolidine), S1C=NC(=C1)CO (thiazol-4-yl-methanol). The product is ClC1=CC(=C(CN2N=CC3=CC(=CC=C23)\C=C/2\C(N(C(S2)=O)CC=2N=CSC2)=O)C=C1)C(F)(F)F ((5Z)-5-({1-[4-Chloro-2-(trifluoromethyl)benzyl]-1H-indazol-5-yl}methylidene)-3-(1,3-thiazol-4-ylmethyl)-1,3-thiazolidine-2,4-dione). Reaction SMILES: [Cl:1][C:2]1[CH:25]=[CH:24][C:5]([CH2:6][N:7]2[C:15]3[C:10](=[CH:11][C:12](/[CH:16]=[C:17]4/[C:18](=[O:23])[NH:19][C:20](=[O:22])[S:21]/4)=[CH:13][CH:14]=3)[CH:9]=[N:8]2)=[C:4]([C:26]([F:29])([F:28])[F:27])[CH:3]=1.[S:30]1[CH:34]=[C:33]([CH2:35]O)[N:32]=[CH:31]1>>[Cl:1][C:2]1[CH:25]=[CH:24][C:5]([CH2:6][N:7]2[C:15]3[C:10](=[CH:11][C:12](/[CH:16]=[C:17]4/[C:18](=[O:23])[N:19]([CH2:35][C:33]5[N:32]=[CH:31][S:30][CH:34]=5)[C:20](=[O:22])[S:21]/4)=[CH:13][CH:14]=3)[CH:9]=[N:8]2)=[C:4]([C:26]([F:27])([F:29])[F:28])[CH:3]=1. Reported procedure: (5Z)-5-({1-[4-Chloro-2-(trifluoromethyl)benzyl]-1H-indazol-5-yl}methylidene)-3-(1,3-thiazol-4-ylmethyl)-1,3-thiazolidine-2,4-dione was prepared from [(5Z)-5-({1-[4-chloro-2-(trifluoromethyl)benzyl]-1H-indazol-5-yl}methylidene)-2,4-dioxo-1,3-thiazolidine (from Example 1) and thiazol-4-yl-methanol following General Procedure J. As a reaction SMILES: [Cl:1][C:2]1[CH:3]=[C:4]([C:9]2([CH2:27][CH2:28]CS([O-])(=O)=O)[CH2:13][CH2:12][N:11]([CH2:14][C:15]([C:17]3[CH:22]=[CH:21][C:20]([C:23]([CH3:26])([CH3:25])[CH3:24])=[CH:19][CH:18]=3)=[O:16])[CH2:10]2)[CH:5]=[CH:6][C:7]=1[Cl:8].Cl.[C:35]1([C:41]2([C:47]([NH2:49])=[O:48])[CH2:46][CH2:45][NH:44][CH2:43][CH2:42]2)[CH:40]=[CH:39][CH:38]=[CH:37][CH:36]=1>>[Cl:1][C:2]1[CH:3]=[C:4]([C:9]2([CH2:27][CH2:28][N:44]3[CH2:43][CH2:42][C:41]([C:35]4[CH:36]=[CH:37][CH:38]=[CH:39][CH:40]=4)([C:47]([NH2:49])=[O:48])[CH2:46][CH2:45]3)[CH2:13][CH2:12][N:11]([CH2:14][C:15]([C:17]3[CH:18]=[CH:19][C:20]([C:23]([CH3:25])([CH3:24])[CH3:26])=[CH:21][CH:22]=3)=[O:16])[CH2:10]2)[CH:5]=[CH:6][C:7]=1[Cl:8] |f:1.2|. The product is ClC=1C=C(C=CC1Cl)C1(CN(CC1)CC(=O)C1=CC=C(C=C1)C(C)(C)C)CCN1CCC(CC1)(C(=O)N)C1=CC=CC=C1 (1-[2-[3-(3,4-dichloro-phenyl)-1-(4-tert-butyl-phenacyl)-pyrrolidin-3-yl]-ethyl]-4-phenyl-piperidine-4-carboxylic acid amide). Procedure: Prepare by the method of example 3.3 using 2-[3-(3,4-dichloro-phenyl)-1-(4-tert-butyl-phenacyl)-pyrrolidin-3-yl]-ethyl-methanesulfonate (0.6 mmol) and 4-phenyl-piperidine-4-carboxylic acid amide hydrochloride (0.72 mmol). Chromatograph on silica gel to give the title compound. Reactants: ClC=1C=C(C=CC1Cl)C1(CN(CC1)CC(=O)C1=CC=C(C=C1)C(C)(C)C)CCCS(=O)(=O)[O-] (2-[3-(3,4-dichloro-phenyl)-1-(4-tert-butyl-phenacyl)-pyrrolidin-3-yl]-ethyl-methanesulfonate), Cl.C1(=CC=CC=C1)C1(CCNCC1)C(=O)N (4-phenyl-piperidine-4-carboxylic acid amide hydrochloride). Reactants: C(C)(C)N(C(C)C)CC (N,N-diisopropylethylamine), CS(=O)C (dimethyl sulfoxide), CC=1C=C(C=C(OCCCO)C1)OS(=O)(=O)C1=C(C=CC=C1)C(F)(F)F (3-[5-methyl-3-(2-trifluoromethylphenylsulfonyloxy)phenoxy]propanol). Solvent: ClCCl (dichloromethane). Run at time 1 hour. The product is CC=1C=C(C=C(OCCC=O)C1)OS(=O)(=O)C1=C(C=CC=C1)C(F)(F)F (3-[5-Methyl-3-(2-trifluoromethylphenylsulfonyloxy)phenoxy]propionaldehyde). Isolated yield 85.1%. As a reaction SMILES: [CH3:1][C:2]1[CH:3]=[C:4]([O:13][S:14]([C:17]2[CH:22]=[CH:21][CH:20]=[CH:19][C:18]=2[C:23]([F:26])([F:25])[F:24])(=[O:16])=[O:15])[CH:5]=[C:6]([CH:12]=1)[O:7][CH2:8][CH2:9][CH2:10][OH:11].C(N(CC)C(C)C)(C)C.CS(C)=O>ClCCl>[CH3:1][C:2]1[CH:3]=[C:4]([O:13][S:14]([C:17]2[CH:22]=[CH:21][CH:20]=[CH:19][C:18]=2[C:23]([F:25])([F:26])[F:24])(=[O:16])=[O:15])[CH:5]=[C:6]([CH:12]=1)[O:7][CH2:8][CH2:9][CH:10]=[O:11]. Procedure: Sulfur trioxide pyridine complex (1.12 mg, 7.0 mmol) was added to a solution of 3-[5-methyl-3-(2-trifluoromethylphenylsulfonyloxy)phenoxy]propanol (700 mg, 1.8 mmol), as prepared in the preceding step, N,N-diisopropylethylamine (0.7 mL, 5.5 mmol), and anhydrous dimethyl sulfoxide (0.4 mL, 5.6 mmol) in anhydrous dichloromethane (20 mL). The reaction mixture was stirred at ambient temperature for 1 hour and then quenched with 10% aqueous citric acid (50 mL). The mixture was extracted into dichloro... Reactants: CCN=C=NCCCN(C)C, C1CCOC1, COCC(=O)O, CCOC(C)=O, Cl, Cl, Cl, [Na+], O, On1nnc2ccccc21, O=C([O-])O, Cc1cc(C=Cc2n[nH]c3ccccc23)ccc1C(=O)N1CCNCC1. The product is COCC(=O)N1CCN(C(=O)c2ccc(C=Cc3n[nH]c4ccccc34)cc2C)CC1. RXN SMILES: [CH2:47]([N:48]=[C:49]=[N:50][CH2:51][CH2:52][CH2:53][N:54]([CH3:55])[CH3:56])[CH3:57].[CH2:63]1[O:64][CH2:65][CH2:66][CH2:67]1.[CH3:1][O:2][CH2:3][C:4](=[O:5])[OH:6].[CH3:68][CH2:69][O:70][C:71](=[O:72])[CH3:73].[ClH:46].[ClH:7].[ClH:8].[Na+:58].[OH2:35].[OH:36][n:37]1[c:38]2[cH:39][cH:40][cH:41][cH:42][c:43]2[n:44][n:45]1.[OH:59][C:60](=[O:61])[O-:62].[nH:9]1[n:10][c:11]([CH:18]=[CH:19][c:20]2[cH:21][c:22]([CH3:34])[c:23]([C:24](=[O:25])[N:26]3[CH2:27][CH2:28][NH:29][CH2:30][CH2:31]3)[cH:32][cH:33]2)[c:12]2[cH:13][cH:14][cH:15][cH:16][c:17]12>>[CH3:1][O:2][CH2:3][C:4](=[O:6])[N:29]1[CH2:28][CH2:27][N:26]([C:24]([c:23]2[c:22]([CH3:34])[cH:21][c:20]([CH:19]=[CH:18][c:11]3[n:10][nH:9][c:17]4[c:12]3[cH:13][cH:14][cH:15][cH:16]4)[cH:33][cH:32]2)=[O:25])[CH2:31][CH2:30]1.